The task is: describe an organic reaction: reactants, conditions, products, and yield. This data is from the Open Reaction Database (ORD), a public repository of structured organic reaction records. The reactants are C(C)C(CC)NO (N-(1-ethylpropyl)hydroxylamine), C(C)C(CC)NO (N-(1-ethylpropyl)hydroxylamine), O(C1=CC=CC=C1)C1=CC=C(C=C1)N=C=O (4-phenoxyphenylisocyanate). Solvent: O1CCCC1 (tetrahydrofuran). Yields the product ON(C(=O)NC1=CC=C(C=C1)OC1=CC=CC=C1)C(CC)CC (1-Hydroxy-1-(1-ethylpropyl)-3-(4-phenoxyphenyl)urea). The yield is 50.9%. Reaction SMILES: [CH2:1]([CH:3]([NH:6][OH:7])[CH2:4][CH3:5])[CH3:2].[O:8]([C:15]1[CH:20]=[CH:19][C:18]([N:21]=[C:22]=[O:23])=[CH:17][CH:16]=1)[C:9]1[CH:14]=[CH:13][CH:12]=[CH:11][CH:10]=1>O1CCCC1>[OH:7][N:6]([CH:3]([CH2:4][CH3:5])[CH2:1][CH3:2])[C:22]([NH:21][C:18]1[CH:19]=[CH:20][C:15]([O:8][C:9]2[CH:10]=[CH:11][CH:12]=[CH:13][CH:14]=2)=[CH:16][CH:17]=1)=[O:23]. Procedure details: A solution of N-(1-ethylpropyl)hydroxylamine (1.13 g, 11 mmole, Compound 39, Part B) in tetrahydrofuran (30 mL) was charged with 4-phenoxyphenylisocyanate (2.1 g, 10 mmole) and maintained at ambient temperature overnight. The solvent was removed in vacuo to yield 3.2 g of the crude product as a white solid. Recrystallization from hexanesethyl acetate provided 1.6 g of the desired product as a white crystalline solid, m.p. 124°-125° C. Analysis: Calculated for: C18H22N2O3 : %C, 68.77; %H, 7.05; %... The reactants are C[O-], O=C1N(c2ccc(OC(F)(F)F)cc2)CCC12CCN(S(=O)(=O)c1cnccc1Cl)CC2, [Na+]. Yields the product COc1ccncc1S(=O)(=O)N1CCC2(CCN(c3ccc(OC(F)(F)F)cc3)C2=O)CC1. Reaction SMILES: [CH3:33][O-:34].[Cl:1][c:2]1[c:3]([S:8](=[O:9])(=[O:10])[N:11]2[CH2:12][CH2:13][C:14]3([CH2:15][CH2:16][N:17]([c:20]4[cH:21][cH:22][c:23]([O:26][C:27]([F:28])([F:29])[F:30])[cH:24][cH:25]4)[C:18]3=[O:19])[CH2:31][CH2:32]2)[cH:4][n:5][cH:6][cH:7]1.[Na+:35]>>[c:2]1([O:34][CH3:33])[c:3]([S:8](=[O:9])(=[O:10])[N:11]2[CH2:12][CH2:13][C:14]3([CH2:15][CH2:16][N:17]([c:20]4[cH:21][cH:22][c:23]([O:26][C:27]([F:28])([F:29])[F:30])[cH:24][cH:25]4)[C:18]3=[O:19])[CH2:31][CH2:32]2)[cH:4][n:5][cH:6][cH:7]1. Reactants: Cl.ClC1=C(C(=CC=C1)Cl)C1=CC=CC=2CC(OC21)NC ([7-(2,6-Dichloro-phenyl)-2,3-dihydro-benzofuran-2-yl]-methylamine hydrochloride), C(C)(C)N(CC)C(C)C (diisopropylethylamine), C(C)(=O)OC(C)=O (acetic anhydride). Solvent: C(Cl)Cl (methylene chloride), C(Cl)Cl (methylene chloride). Conditions: time 30 minute. Product: ClC1=C(C(=CC=C1)Cl)C1=CC=CC=2CC(OC21)CNC(C)=O (N-[7-(2,6-Dichloro-phenyl)-2,3-dihydro-benzofuran-2-ylmethyl]-acetamide). Yield: 66.5%. As a reaction SMILES: Cl.[Cl:2][C:3]1[CH:8]=[CH:7][CH:6]=[C:5]([Cl:9])[C:4]=1[C:10]1[C:18]2[O:17][CH:16](NC)[CH2:15][C:14]=2[CH:13]=[CH:12][CH:11]=1.[CH:21]([N:24]([CH:27](C)C)CC)(C)[CH3:22].C(OC(=O)C)(=[O:32])C>C(Cl)Cl>[Cl:9][C:5]1[CH:6]=[CH:7][CH:8]=[C:3]([Cl:2])[C:4]=1[C:10]1[C:18]2[O:17][CH:16]([CH2:27][NH:24][C:21](=[O:32])[CH3:22])[CH2:15][C:14]=2[CH:13]=[CH:12][CH:11]=1 |f:0.1|. Reported procedure: [7-(2,6-Dichloro-phenyl)-2,3-dihydro-benzofuran-2-yl]-methylamine hydrochloride (0.050 g, 0.17 mmol) was suspended in 5.0 mL of methylene chloride and diisopropylethylamine (0.072 g, 0.56 mmol) and acetic anhydride (0.029 g, 0.28 mmol) added. The mixture was stirred at room temperature for 30 min, diluted to 100 mL with methylene chloride, washed with 50 mL portions of 2 N HCl (aqueous), saturated aqueous sodium bicarbonate and saturated brine. The solution was dried over sodium sulfate, filtere... Starting materials: [Cl-].[NH4+] (ammonium chloride), [Si](C)(C)(C(C)(C)C)OC[C@]1(CN(C(C1)=O)[C@H](C)C1=CC=CC=C1)C(=O)OC(C)(C)C (tert-butyl(3S)-3-{[tert-butyl(dimethyl)silyloxy]methyl}-5-oxo-1-[(1R)-1-phenylethyl]pyrrolidine-3-carboxylate), IC (iodomethane), C[Si](C)(C)[N-][Si](C)(C)C.[Li+] (lithium bistrimethylsilyl amide). The solvent is O1CCCC1 (tetrahydrofuran). Run at time 30 minute. The product is [Si](C)(C)(C(C)(C)C)OC[C@]1(CN(C(C1C)=O)[C@H](C)C1=CC=CC=C1)C(=O)OC(C)(C)C (tert-Butyl(3S)-3-{[tert-butyl(dimethyl)silyloxy]methyl}-4-methyl-5-oxo-1-[(1R)-1-phenylethyl]pyrrolidine-3-carboxylate). Isolated yield 41.8%. As a reaction SMILES: [Si:1]([O:8][CH2:9][C@:10]1([C:24]([O:26][C:27]([CH3:30])([CH3:29])[CH3:28])=[O:25])[CH2:14][C:13](=[O:15])[N:12]([C@@H:16]([C:18]2[CH:23]=[CH:22][CH:21]=[CH:20][CH:19]=2)[CH3:17])[CH2:11]1)([C:4]([CH3:7])([CH3:6])[CH3:5])([CH3:3])[CH3:2].IC.[CH3:33][Si]([N-][Si](C)(C)C)(C)C.[Li+].[Cl-].[NH4+]>O1CCCC1>[Si:1]([O:8][CH2:9][C@:10]1([C:24]([O:26][C:27]([CH3:29])([CH3:28])[CH3:30])=[O:25])[CH:14]([CH3:33])[C:13](=[O:15])[N:12]([C@@H:16]([C:18]2[CH:19]=[CH:20][CH:21]=[CH:22][CH:23]=2)[CH3:17])[CH2:11]1)([C:4]([CH3:7])([CH3:5])[CH3:6])([CH3:3])[CH3:2] |f:2.3,4.5|. Procedure: To a solution of tert-butyl(3S)-3-{[tert-butyl(dimethyl)silyloxy]methyl}-5-oxo-1-[(1R)-1-phenylethyl]pyrrolidine-3-carboxylate (8.65 g, 19.9 mmol) and iodomethane (1.37 mL, 21.9 mmol) in tetrahydrofuran (173 mL), lithium bistrimethylsilyl amide (21.9 mL, 21.9 mmol, 1M solution in tetrahydrofuran) was added in an ice bath, and the mixture was stirred at the same temperature for 30 minutes. To the reaction mixture, saturated aqueous solution of ammonium chloride (300 mL) was added, and the mixture... Reported procedure: To a stirred solution of 7-chlorothieno[3,2-b]pyridine (2.95 g, 17.39 mmol) in THF (60 ml) at −15° C. was added n-BuLi (2.5M, 6.96 ml, 17.39 mmol). After 30 min, a solution of ZnCl2 in Et2O (1M, 17.39 mL, 17.39 mmol) was added at −15° C. and the reaction mixture was warmed to RT over 45 min. A solution of palladium tetrakistriphenylphosphine (0.268 g, 0.232 mmol) and 304 (4.71 g, 11.59 mmol) in THF (18 ml) was added and the mixture was heated to reflux for 1 h then concentrated. The residue was ... Solvent: C1CCOC1 (THF), C1CCOC1 (THF). RXN SMILES: [Cl:1][C:2]1[CH:7]=[CH:6][N:5]=[C:4]2[CH:8]=[CH:9][S:10][C:3]=12.[Li]CCCC.CCOCC.I[C:22]1[N:23]=[CH:24][N:25]([CH2:27][CH2:28][N:29]2[CH2:34][CH2:33][N:32]([C:35]([O:37][C:38]([CH3:41])([CH3:40])[CH3:39])=[O:36])[CH2:31][CH2:30]2)[CH:26]=1>C1COCC1.[Cl-].[Cl-].[Zn+2]>[Cl:1][C:2]1[CH:7]=[CH:6][N:5]=[C:4]2[CH:8]=[C:9]([C:22]3[N:23]=[CH:24][N:25]([CH2:27][CH2:28][N:29]4[CH2:34][CH2:33][N:32]([C:35]([O:37][C:38]([CH3:41])([CH3:40])[CH3:39])=[O:36])[CH2:31][CH2:30]4)[CH:26]=3)[S:10][C:3]=12 |f:5.6.7|. Yield: 72.2%. Run at time 30 minute. The reactants are CCOCC (Et2O), ClC1=C2C(=NC=C1)C=CS2 (7-chlorothieno[3,2-b]pyridine), [Li]CCCC (n-BuLi), palladium tetrakistriphenylphosphine, IC=1N=CN(C1)CCN1CCN(CC1)C(=O)OC(C)(C)C (tert-butyl 4-(2-(4-iodo-1H-imidazol-1-yl)ethyl)piperazine-1-carboxylate). The product is ClC1=C2C(=NC=C1)C=C(S2)C=2N=CN(C2)CCN2CCN(CC2)C(=O)OC(C)(C)C (tert-butyl 4-(2-(4-(7-chlorothieno[3,2-b]pyridin-2-yl)-1H-imidazol-1-yl)ethyl)piperazine-1-carboxylate). Reagents/catalysts: [Cl-].[Cl-].[Zn+2] (ZnCl2). The reactants are NC1=CC=C(C(=O)NCCC)C=C1 (4-amino-N-propylbenzamide), Cl.C1NCC2=CC(=CC=C12)CO (isoindolin-5-ylmethanol hydrochloride), Cl.C1NCC2=CC(=CC=C12)C(=O)OC (methyl isoindoline-5-carboxylate hydrochloride). Yields the product OCC=1C=C2CN(CC2=CC1)C(=O)NCCCC1=CC=CC=C1 (5-(hydroxymethyl)-N-(3-phenylpropyl)-1,3-dihydro-2H-isoindole-2-carboxamide). Reaction SMILES: NC1C=CC([C:6]([NH:8][CH2:9][CH2:10]C)=[O:7])=CC=1.Cl.[CH2:15]1[C:23]2[C:18](=[CH:19][C:20]([CH2:24][OH:25])=[CH:21][CH:22]=2)[CH2:17][NH:16]1.Cl.C1[C:35]2[C:30](=[CH:31][C:32]([C:36](OC)=O)=[CH:33][CH:34]=2)CN1>>[OH:25][CH2:24][C:20]1[CH:19]=[C:18]2[C:23](=[CH:22][CH:21]=1)[CH2:15][N:16]([C:6]([NH:8][CH2:9][CH2:10][CH2:36][C:32]1[CH:31]=[CH:30][CH:35]=[CH:34][CH:33]=1)=[O:7])[CH2:17]2 |f:1.2,3.4|. Procedure details: The title compound was prepared as described in Example 272B, substituting 3-phenylpropan-1-amine for 4-amino-N-propylbenzamide and isoindolin-5-ylmethanol hydrochloride for methyl isoindoline-5-carboxylate hydrochloride. 1H NMR (300 MHz, DMSO-d6) δ ppm 7.30-7.14 (m, 8H), 6.30 (t, J=5.5 Hz, 1H), 5.16 (t, J=5.5 Hz, 1H), 4.55 (bs, 4H), 4.49 (d, J=4.9 Hz, 2H), 3.16-3.05 (m, 2H), 2.64-2.56 (m, 2H), 1.76 (p, J=7.4 Hz, 2H); MS (ESI(+)) m/e 311 (M+H)+. The reactants are OC(C[C@@]1(CCN(C(O1)=O)[C@@H]1CNCC1)C1=CC=CC=C1)(C)C ((S)-6-(2-hydroxy-2-methylpropyl)-6-phenyl-3-((S)-pyrrolidin-3-yl)-1,3-oxazinan-2-one), ClC1=NC=C(C=N1)OC (2-chloro-5-methoxypyrimidine). Run at time 20 minute. The product is OC(C[C@@]1(CCN(C(O1)=O)[C@@H]1CN(CC1)C1=NC=C(C=N1)OC)C1=CC=CC=C1)(C)C ((S)-6-(2-hydroxy-2-methylpropyl)-3-((S)-1-(5-methoxypyrimidin-2-yl)pyrrolidin-3-yl)-6-phenyl-1,3-oxazinan-2-one). As a reaction SMILES: [OH:1][C:2]([CH3:23])([CH3:22])[CH2:3][C@@:4]1([C:16]2[CH:21]=[CH:20][CH:19]=[CH:18][CH:17]=2)[O:9][C:8](=[O:10])[N:7]([C@H:11]2[CH2:15][CH2:14][NH:13][CH2:12]2)[CH2:6][CH2:5]1.Cl[C:25]1[N:30]=[CH:29][C:28]([O:31][CH3:32])=[CH:27][N:26]=1>>[OH:1][C:2]([CH3:23])([CH3:22])[CH2:3][C@@:4]1([C:16]2[CH:21]=[CH:20][CH:19]=[CH:18][CH:17]=2)[O:9][C:8](=[O:10])[N:7]([C@H:11]2[CH2:15][CH2:14][N:13]([C:25]3[N:30]=[CH:29][C:28]([O:31][CH3:32])=[CH:27][N:26]=3)[CH2:12]2)[CH2:6][CH2:5]1. Reported procedure: The title compound was prepared from (S)-6-(2-hydroxy-2-methylpropyl)-6-phenyl-3-((S)-pyrrolidin-3-yl)-1,3-oxazinan-2-one and 2-chloro-5-methoxypyrimidine following a procedure analogous to that described in Example 1 heating at 150° C. for 20 min. LC-MS Method 1 tR=1.27 min. min, m/z=427(M+1); 1H NMR (CD3OD) 8.17(d, 2H), 7.37(m, 5H), 4.79(m, 1H), 3.82(s, 3H), 3.67(m, 2H), 3.49(m, 1H), 3.78(m, 1H), 2.52(m, 2H), 2.24(m, 2H), 2.18(s, 2H), 1.24(s, 3H), 0.94(s, 3H).